Dataset: the Open Reaction Database (ORD), a public repository of structured organic reaction records. Task: describe an organic reaction: reactants, conditions, products, and yield The reactants are OC1=C(C=CC=C1)N1C=CC=C1 (1-(o-hydroxyphenyl)pyrrole), CN(C(C(=O)C)=O)C (N,N-dimethyl-pyruvamide), O=P12OP3(=O)OP(=O)(O1)OP(=O)(O2)O3 (phosphorus pentoxide). Run in C1=CC=CC=C1 (benzene). The product is CN(C(=O)C1(OC2=C(N3C1=CC=C3)C=CC=C2)C)C (N,N,4-Trimethyl-4H-pyrrolo[2,1-c][1,4]benzoxazine-4-carboxamide). Reaction SMILES: [OH:1][C:2]1[CH:7]=[CH:6][CH:5]=[CH:4][C:3]=1[N:8]1[CH:12]=[CH:11][CH:10]=[CH:9]1.[CH3:13][N:14]([CH3:20])[C:15](=[O:19])[C:16]([CH3:18])=O.O=P12OP3(OP(OP(O3)(O1)=O)(=O)O2)=O>C1C=CC=CC=1>[CH3:13][N:14]([CH3:20])[C:15]([C:16]1([CH3:18])[C:9]2=[CH:10][CH:11]=[CH:12][N:8]2[C:3]2[CH:4]=[CH:5][CH:6]=[CH:7][C:2]=2[O:1]1)=[O:19]. Procedure details: A mixture of 1-(o-hydroxyphenyl)pyrrole (500 mg), N,N-dimethyl-pyruvamide (580 mg), described by W. F. Gresham in U.S. Pat. No. 2,429,877, issued Oct. 28, 1947, 1.7 g of phosphorus pentoxide, 0.5 g of diatomaceous earth (Celite) in 75 ml of benzene is stirred at room temperature for 15 min. and then at 70° C for 11/2 hr. The reaction mixture is filtered. The filtrate is washed with water, dried (MgSO4) and concentrated to give the title compound, identical to the product of Example 15. Starting materials: C([O-])(O)=O.[Na+] (sodium bicarbonate), CS(=O)(=O)C1=CC=C(C=C1)O (4-(Methylsulfonyl)-phenol), C([O-])([O-])=O.[Cs+].[Cs+] (cesium carbonate), ClC1=C2C(=NC=N1)N(N=C2)C2OCCCC2 (4-chloro-1-(tetrahydro-pyran-2-yl)-1H-pyrazolo[3,4-d]pyrimidine). Solvent: CN(C=O)C (dimethylformamide). Conditions: temperature 90 celsius. The product is CS(=O)(=O)C1=CC=C(OC2=C3C(=NC=N2)N(N=C3)C3OCCCC3)C=C1 (4-(4-methanesulfonyl-phenoxy)-1-(tetrahydro-pyran-2-yl)-1H-pyrazolo[3,4-d]pyrimidine). The yield is 81.4%. As a reaction SMILES: [CH3:1][S:2]([C:5]1[CH:10]=[CH:9][C:8]([OH:11])=[CH:7][CH:6]=1)(=[O:4])=[O:3].C(=O)([O-])[O-].[Cs+].[Cs+].Cl[C:19]1[N:24]=[CH:23][N:22]=[C:21]2[N:25]([CH:28]3[CH2:33][CH2:32][CH2:31][CH2:30][O:29]3)[N:26]=[CH:27][C:20]=12.C(=O)(O)[O-].[Na+]>CN(C)C=O>[CH3:1][S:2]([C:5]1[CH:10]=[CH:9][C:8]([O:11][C:19]2[N:24]=[CH:23][N:22]=[C:21]3[N:25]([CH:28]4[CH2:33][CH2:32][CH2:31][CH2:30][O:29]4)[N:26]=[CH:27][C:20]=23)=[CH:7][CH:6]=1)(=[O:3])=[O:4] |f:1.2.3,5.6|. Procedure details: 4-(Methylsulfonyl)-phenol (Oakwood Products, Inc., West Columbia, S.C., USA; 516 mg, 3 mmol) and cesium carbonate (1.63 g, 5 mmol) were added to a solution of 4-chloro-1-(tetrahydro-pyran-2-yl)-1H-pyrazolo[3,4-d]pyrimidine (from Step 1; 610 mg, 2.56 mmol) in dimethylformamide (15 mL). The mixture was heated at 90° C. for 1 h, then cooled, poured into saturated aqueous sodium bicarbonate solution, and extracted three times with ethyl acetate. The combined organic extracts were washed with twice w... Starting materials: [Si](C)(C)(C(C)(C)C)OCC1=CC=C(C(=O)O)C=C1 (4-[[t-Butyl(dimethyl)silyl]oxymethyl]benzoic acid), S(=O)(Cl)Cl (thionyl chloride). Reaction conditions: temperature 80 celsius. Yields the product [Si](C)(C)(C(C)(C)C)OCC1=CC=C(C(=O)Cl)C=C1 (4-(((tert-Butyldimethylsilyl)oxy)methyl)benzoyl chloride). As a reaction SMILES: [Si:1]([O:8][CH2:9][C:10]1[CH:18]=[CH:17][C:13]([C:14](O)=[O:15])=[CH:12][CH:11]=1)([C:4]([CH3:7])([CH3:6])[CH3:5])([CH3:3])[CH3:2].S(Cl)([Cl:21])=O>>[Si:1]([O:8][CH2:9][C:10]1[CH:18]=[CH:17][C:13]([C:14]([Cl:21])=[O:15])=[CH:12][CH:11]=1)([C:4]([CH3:7])([CH3:6])[CH3:5])([CH3:3])[CH3:2]. Procedure details: 4-[[t-Butyl(dimethyl)silyl]oxymethyl]benzoic acid (1.44 g) was suspended in thionyl chloride and the mixture was heated to 80° C. for 45 minutes. The resulting solution was concentrated in vacuo. Residual thionyl chloride and HCl were removed by subsequent concentration from toluene (twice). The crude residue was carried on to the next reaction step without purification. Reactants: O1COC2=C1C=CC(=C2)CN2C(C1=CC=C(C=C1C(=C2C(=O)O)C2=CC=CC=C2)Br)=O (2-(benzo[1,3]dioxol-5-ylmethyl)-6-bromo-1-oxo-4-phenyl-1,2-dihydroisoquinoline-3-carboxylic acid), C(CC)N (propylamine), crystals. The product is C(CC)NC(=O)C=1N(C(C2=CC=C(C=C2C1C1=CC=CC=C1)Br)=O)CC1=CC2=C(OCO2)C=C1 (2-(benzo[1,3]dioxol-5-ylmethyl)-6-bromo-1-oxo-4-phenyl-1,2-dihydroisoquinoline-3-carboxylic acid propylamide). Reaction SMILES: [O:1]1[C:5]2[CH:6]=[CH:7][C:8]([CH2:10][N:11]3[C:20]([C:21](O)=[O:22])=[C:19]([C:24]4[CH:29]=[CH:28][CH:27]=[CH:26][CH:25]=4)[C:18]4[C:13](=[CH:14][CH:15]=[C:16]([Br:30])[CH:17]=4)[C:12]3=[O:31])=[CH:9][C:4]=2[O:3][CH2:2]1.[CH2:32]([NH2:35])[CH2:33][CH3:34]>>[CH2:32]([NH:35][C:21]([C:20]1[N:11]([CH2:10][C:8]2[CH:7]=[CH:6][C:5]3[O:1][CH2:2][O:3][C:4]=3[CH:9]=2)[C:12](=[O:31])[C:13]2[C:18]([C:19]=1[C:24]1[CH:25]=[CH:26][CH:27]=[CH:28][CH:29]=1)=[CH:17][C:16]([Br:30])=[CH:15][CH:14]=2)=[O:22])[CH2:33][CH3:34]. Procedure: The present compound was synthesized by a method similar to that in Example 249 and using 2-(benzo[1,3]dioxol-5-ylmethyl)-6-bromo-1-oxo-4-phenyl-1,2-dihydroisoquinoline-3-carboxylic acid (200 mg) and propylamine. Colorless crystals (150 mg).